Dataset: the Open Reaction Database (ORD), a public repository of structured organic reaction records. Task: describe an organic reaction: reactants, conditions, products, and yield Reactants: C([O-])(O)=O.[Na+] (sodium bicarbonate), N1=C(C=CC=C1)C(=O)O (Picolinic acid), C(=O)(N1C=NC=C1)N1C=NC=C1 (1,1'-carbonyldiimidazole), FC1=C(N)C=CC=C1 (2-fluoroaniline). Solvent: CN(C=O)C (dimethylformamide). The product is FC1=C(C=CC=C1)NC(=O)C1=NC=CC=C1 (N-(2-fluorophenyl)-2-pyridinecarboxamide). The yield is 67.4%. RXN SMILES: [N:1]1[CH:6]=[CH:5][CH:4]=[CH:3][C:2]=1[C:7]([OH:9])=O.C(N1C=CN=C1)(N1C=CN=C1)=O.[F:22][C:23]1[CH:29]=[CH:28][CH:27]=[CH:26][C:24]=1[NH2:25].C(=O)(O)[O-].[Na+]>CN(C)C=O>[F:22][C:23]1[CH:29]=[CH:28][CH:27]=[CH:26][C:24]=1[NH:25][C:7]([C:2]1[CH:3]=[CH:4][CH:5]=[CH:6][N:1]=1)=[O:9] |f:3.4|. Reported procedure: Picolinic acid (10.0 g, 81 mmol) was added to a solution of 1,1'-carbonyldiimidazole (13.18 g, 81 mmol) in anhydrous dimethylformamide (80 mL), followed by the addition of 2-fluoroaniline (8.6 mL, 89 mmol) 1 hour later. The reaction mixture was poured into saturated sodium bicarbonate solution (900 mL) after 26 hours, and extracted with ether (3×400 mL). The dried organic material was concentrated in vacuo and recrystallized from a mixture of ether and petroleum ether to yield N-(2-fluorophenyl)... Reactants: C(CCC)C=1OC2=C(C1C(C1=CC=C(C=C1)O)=O)C=CC=C2 (2-n-butyl-3-(4-hydroxybenzoyl)benzofuran), [H-].[Al+3].[Li+].[H-].[H-].[H-] (lithium aluminum hydride). The solvent is C1CCOC1 (THF). Reaction conditions: temperature -10 celsius. Yields the product C(CCC)C=1OC2=C(C1C(C1=CC=C(C=C1)O)O)C=CC=C2 (4-[(2-Butyl-benzofuran-3-yl)-hydroxy-methyl]-phenol). As a reaction SMILES: [CH2:1]([C:5]1[O:6][C:7]2[CH:22]=[CH:21][CH:20]=[CH:19][C:8]=2[C:9]=1[C:10](=[O:18])[C:11]1[CH:16]=[CH:15][C:14]([OH:17])=[CH:13][CH:12]=1)[CH2:2][CH2:3][CH3:4].[H-].[Al+3].[Li+].[H-].[H-].[H-]>C1COCC1>[CH2:1]([C:5]1[O:6][C:7]2[CH:22]=[CH:21][CH:20]=[CH:19][C:8]=2[C:9]=1[CH:10]([OH:18])[C:11]1[CH:16]=[CH:15][C:14]([OH:17])=[CH:13][CH:12]=1)[CH2:2][CH2:3][CH3:4] |f:1.2.3.4.5.6|. Procedure: A solution containing commercial 2-n-butyl-3-(4-hydroxybenzoyl)benzofuran (0.500 g, 17.0 mmol) and lithium aluminum hydride (34.0 mmol) in THF (84 mL) was refluxed for 3 h. The reaction was cooled to −10° C., and carefully quenched with 0.1N NaOH and H2O. The aqueous solution was extracted with ether and concentrated. Purification on silica gel gave the title compound as a white solid, mp 94-96° C. (DMSO-d6) δ0.90 (t, 3H), 1.35 (sextet, 2H), 1.64 (quintet, 2H), 2.84 (t, 2H), 5.67 (d, 1H), 5.87 (... The reactants are C1(=CC=CC=C1)N1N=C2C(=CNC=3C=C(C=CC23)N2CCNCC2)C1=O (2-Phenyl-7-piperazin-1-yl-2,5-dihydro-pyrazolo[4,3-c]quinolin-3-one), NC=1C=CC=2C=3C(=CNC2C1)C(N(N3)C3=CC=C(C=C3)Cl)=O (7-Amino-2-(4′-chlorophenyl)-2,5-dihydro-pyrazolo-[4,3-c]quinolin-3-one), CN1CCNCC1 (1-methylpiperazine). The product is ClC1=CC=C(C=C1)N1N=C2C(=CNC=3C=C(C=CC23)N2CCN(CC2)C)C1=O (2-(4-Chlorophenyl)-7-(4-methylpiperazin-1-yl)-2,5-dihydro-pyrazolo[4,3-c]quinolin-3-one). RXN SMILES: C1(N2C(=O)C3=CNC4[CH:14]=[C:15]([N:19]5[CH2:24]CN[CH2:21][CH2:20]5)C=CC=4C3=N2)C=CC=CC=1.[NH2:27][C:28]1[CH:29]=[CH:30][C:31]2[C:32]3[C:33]([C:38](=[O:48])[N:39]([C:41]4[CH:46]=[CH:45][C:44]([Cl:47])=[CH:43][CH:42]=4)[N:40]=3)=[CH:34][NH:35][C:36]=2[CH:37]=1.CN1CCNCC1>>[Cl:47][C:44]1[CH:45]=[CH:46][C:41]([N:39]2[C:38](=[O:48])[C:33]3=[CH:34][NH:35][C:36]4[CH:37]=[C:28]([N:27]5[CH2:21][CH2:20][N:19]([CH3:24])[CH2:15][CH2:14]5)[CH:29]=[CH:30][C:31]=4[C:32]3=[N:40]2)=[CH:42][CH:43]=1. Reported procedure: The title compound was prepared following the procedure for 14a using 13b and 1-methylpiperazine. 1H-NMR (CD3OD) δ (ppm): 2.39 (3H, s), 2.67 (4H, brm), 3.40 (4H, brm), 7.01 (1H, d, J=2.47 Hz), 7.34 (1H, dd, J=9.07, 2.47 Hz), 7.46 (2H, dd, J=6.87, 2.20 Hz), 8.09 (2H, dd, J=7.14, 1.92 Hz), 8.19 (1H, d, J=9.07 Hz), 8.51 (1H, s). m/z 394.9 (MH+). The reactants are Grignard reagent, [(5-bromo-10-pentyl)oxy](1,1-dimethyl-ethyl)dimethylsilane, C[Mg+].[Br-] (MeMgBr), Mg, BrCCCCCO[Si](C)(C)C(C)(C)C ([(5-bromo-1-pentyl)oxy]-(1,1-dimethylethyl)dimethylsilane), C[Mg+].[Br-] (MeMgBr). Solvent: O(CC)CC (OEt2), O(CC)CC (OEt2). Yields the product CC(C)(C)[Si](OCCCCC[Mg]Br)(C)C (5-[(1,1-Dimethylethyl)dimethylsiloxy]pent-1-ylmagnesium bromide). As a reaction SMILES: BrC[CH2:3][CH2:4][CH2:5][CH2:6][O:7][Si:8]([C:11]([CH3:14])([CH3:13])[CH3:12])([CH3:10])[CH3:9].[CH3:15][Mg+:16].[Br-:17]>O(CC)CC>[CH3:13][C:11]([Si:8]([CH3:9])([CH3:10])[O:7][CH2:6][CH2:5][CH2:4][CH2:3][CH2:15][Mg:16][Br:17])([CH3:12])[CH3:14] |f:1.2|. Procedure: A mixture of Mg turnings (0.6 g, 24 mmole), [(5-bromo-1-pentyl)oxy]-(1,1-dimethylethyl)dimethylsilane (0.5 mL), and MeMgBr (0.2 mL, 3 M) in dry OEt2 (5 mL) was stirred and heated to reflux for 5 minutes under an inert atmosphere. A solution of [(5-bromo-10-pentyl)oxy](1,1-dimethyl-ethyl)dimethylsilane (5.62 g, 20 mmole) and MeMgBr (0.2 mL, 3 M) in dry OEt2 (20 mL) was added dropwise at a rate to maintain a gentle, unassisted reflux. After addition was complete, the reaction was heated at reflux ... Reactants: C1COCCO1, CCOC(C)=O, OB(O)c1cc(Cl)ccc1O, Nc1cc(Br)ccn1, [Na+], [Na+], O=C([O-])[O-], O, c1ccc(P(c2ccccc2)(c2ccccc2)[Pd](P(c2ccccc2)(c2ccccc2)c2ccccc2)(P(c2ccccc2)(c2ccccc2)c2ccccc2)P(c2ccccc2)(c2ccccc2)c2ccccc2)cc1. Product: Nc1cc(-c2cc(Cl)ccc2O)ccn1. Reaction SMILES: [CH2:26]1[O:27][CH2:28][CH2:29][O:30][CH2:31]1.[CH3:32][CH2:33][O:34][C:35](=[O:36])[CH3:37].[Cl:1][c:2]1[cH:3][cH:4][c:5]([OH:11])[c:6]([B:8]([OH:9])[OH:10])[cH:7]1.[NH2:12][c:13]1[n:14][cH:15][cH:16][c:17]([Br:19])[cH:18]1.[Na+:20].[Na+:21].[O-:22][C:23](=[O:24])[O-:25].[OH2:38].[cH:39]1[cH:40][cH:41][c:42]([P:43]([Pd:44]([P:45]([c:46]2[cH:47][cH:48][cH:49][cH:50][cH:51]2)([c:52]2[cH:53][cH:54][cH:55][cH:56][cH:57]2)[c:58]2[cH:59][cH:60][cH:61][cH:62][cH:63]2)([P:64]([c:65]2[cH:66][cH:67][cH:68][cH:69][cH:70]2)([c:71]2[cH:72][cH:73][cH:74][cH:75][cH:76]2)[c:77]2[cH:78][cH:79][cH:80][cH:81][cH:82]2)[P:83]([c:84]2[cH:85][cH:86][cH:87][cH:88][cH:89]2)([c:90]2[cH:91][cH:92][cH:93][cH:94][cH:95]2)[c:96]2[cH:97][cH:98][cH:99][cH:100][cH:101]2)([c:102]2[cH:103][cH:104][cH:105][cH:106][cH:107]2)[c:108]2[cH:109][cH:110][cH:111][cH:112][cH:113]2)[cH:114][cH:115]1>>[Cl:1][c:2]1[cH:3][cH:4][c:5]([OH:11])[c:6](-[c:17]2[cH:16][cH:15][n:14][c:13]([NH2:12])[cH:18]2)[cH:7]1. Starting materials: CCCc1ccc(COc2ccc3c(c2)CCC(CN2CC(C(=O)OCC)C2)=C3C)c(OC)c1, CCOC(=O)C1CN(CC2=C(C)c3ccc(OCc4ccc(C(F)(F)F)cc4C(F)(F)F)cc3CC2)C1. Product: CC1=C(CN2CC(C(=O)O)C2)CCc2cc(OCc3ccc(C(F)(F)F)cc3C(F)(F)F)ccc21. RXN SMILES: [CH3:38][O:39][c:40]1[cH:41][c:42]([CH2:43][CH2:44][CH3:45])[cH:46][cH:47][c:48]1[CH2:49][O:50][c:51]1[cH:52][c:53]2[c:54]([cH:55][cH:56]1)[C:57]([CH3:58])=[C:59]([CH2:60][N:61]1[CH2:62][CH:63]([C:64]([O:65][CH2:66][CH3:67])=[O:68])[CH2:69]1)[CH2:70][CH2:71]2.[F:1][C:2]([c:3]1[c:4]([CH2:5][O:6][c:7]2[cH:8][c:9]3[c:14]([cH:15][cH:16]2)[C:13]([CH3:17])=[C:12]([CH2:18][N:19]2[CH2:20][CH:21]([C:23](=[O:24])[O:25][CH2:26][CH3:27])[CH2:22]2)[CH2:11][CH2:10]3)[cH:28][cH:29][c:30]([C:32]([F:33])([F:34])[F:35])[cH:31]1)([F:36])[F:37]>>[F:1][C:2]([c:3]1[c:4]([CH2:5][O:6][c:7]2[cH:8][c:9]3[c:14]([cH:15][cH:16]2)[C:13]([CH3:17])=[C:12]([CH2:18][N:19]2[CH2:20][CH:21]([C:23](=[O:24])[OH:25])[CH2:22]2)[CH2:11][CH2:10]3)[cH:28][cH:29][c:30]([C:32]([F:33])([F:34])[F:35])[cH:31]1)([F:36])[F:37].